Dataset: the Open Reaction Database (ORD), a public repository of structured organic reaction records. Task: describe an organic reaction: reactants, conditions, products, and yield Reactants: O (water), ClC1=C(C(=C(N)C(=C1)[N+](=O)[O-])F)F (4-chloro-2,3-difluoro-6-nitroaniline), N1(CCNCC1)CCO (1-piperazine ethanol), C([O-])([O-])=O.[K+].[K+] (potassium carbonate). Run in CS(=O)C (dimethylsulfoxide). Conditions: temperature 50 celsius. Product: ClC1=CC(=C(N)C(=C1N1CCN(CC1)CCO)F)[N+](=O)[O-] (4-Chloro-6-fluoro-2-nitro-5-[4-(2-hydroxyethyl)piperazin-1-yl]-aniline). The yield is 67.3%. RXN SMILES: [Cl:1][C:2]1[CH:8]=[C:7]([N+:9]([O-:11])=[O:10])[C:5]([NH2:6])=[C:4]([F:12])[C:3]=1F.[N:14]1([CH2:20][CH2:21][OH:22])[CH2:19][CH2:18][NH:17][CH2:16][CH2:15]1.C(=O)([O-])[O-].[K+].[K+].O>CS(C)=O>[Cl:1][C:2]1[C:3]([N:17]2[CH2:18][CH2:19][N:14]([CH2:20][CH2:21][OH:22])[CH2:15][CH2:16]2)=[C:4]([F:12])[C:5]([NH2:6])=[C:7]([N+:9]([O-:11])=[O:10])[CH:8]=1 |f:2.3.4|. Procedure: To a solution of 6.79 g of 4-chloro-2,3-difluoro-6-nitroaniline (which was synthesized following WO9856761 or WO9835977) and 4.70 g of 1-piperazine ethanol in 30 ml of dimethylsulfoxide, 9.23 g of potassium carbonate was added, followed by an hour's stirring at 50° C. After cooling the reaction liquid to room temperature, water was added thereto, followed by extraction with chloroform. The chloroform layer was dried on anhydrous magnesium sulfate, the solvent was distilled off and 6.98 g of the ...